This data is from the Open Reaction Database (ORD), a public repository of structured organic reaction records. The task is: describe an organic reaction: reactants, conditions, products, and yield Starting materials: IC1=CC=C(C=C1)C1=CC=C(C=C1)C(=O)O (4′-iodobiphenyl-4-carboxylic acid), C([O-])([O-])=O.[Na+].[Na+] (sodium carbonate), glycol ester, C(CCCC)OC1=CC=C(C=C1)B(O)O (4-n-pentoxyphenylboronic acid). The reagents and catalysts are Cl[Pd]([P](C1=CC=CC=C1)(C2=CC=CC=C2)C3=CC=CC=C3)([P](C4=CC=CC=C4)(C5=CC=CC=C5)C6=CC=CC=C6)Cl (PdCl2(PPh3)2). Run in CS(=O)C (dimethyl sulfoxide). Conditions: temperature 105 celsius, time 30 minute. Yields the product C(CCCC)OC1=CC=C(C=C1)C1=CC=C(C=C1)C1=CC=C(C=C1)C(=O)O (4″-n-pentoxy-[1,1′:4′,1″]-terphenyl-4-carboxylic acid). As a reaction SMILES: I[C:2]1[CH:7]=[CH:6][C:5]([C:8]2[CH:13]=[CH:12][C:11]([C:14]([OH:16])=[O:15])=[CH:10][CH:9]=2)=[CH:4][CH:3]=1.C(=O)([O-])[O-].[Na+].[Na+].[CH2:23]([O:28][C:29]1[CH:34]=[CH:33][C:32](B(O)O)=[CH:31][CH:30]=1)[CH2:24][CH2:25][CH2:26][CH3:27]>Cl[Pd](Cl)([P](C1C=CC=CC=1)(C1C=CC=CC=1)C1C=CC=CC=1)[P](C1C=CC=CC=1)(C1C=CC=CC=1)C1C=CC=CC=1.CS(C)=O>[CH2:23]([O:28][C:29]1[CH:30]=[CH:31][C:32]([C:2]2[CH:7]=[CH:6][C:5]([C:8]3[CH:13]=[CH:12][C:11]([C:14]([OH:16])=[O:15])=[CH:10][CH:9]=3)=[CH:4][CH:3]=2)=[CH:33][CH:34]=1)[CH2:24][CH2:25][CH2:26][CH3:27] |f:1.2.3,^1:40,59|. Reported procedure: 20.1 g of 4′-iodobiphenyl-4-carboxylic acid, 13.1 g of sodium carbonate and 21.4 g of glycol ester of 4-n-pentoxyphenylboronic acid are introduced into 260 g of dimethyl sulfoxide (DMSO) and, after addition of 160 mg of PdCl2(PPh3)2, heated at 100-110° C. for 2 hours. The solid is filtered off at 40° C., washed with dimethyl sulfoxide and suspended in 100 ml of water. It is then heated to 80° C., and 47 g of 37% strength sulfuric acid are added dropwise over the course of 1 hour. The mixture is ... Reactants: C1COCCN1, CCO, ClCC1CO1. Product: OC(CCl)CN1CCOCC1. Reaction SMILES: [CH2:1]1[CH2:2][O:3][CH2:4][CH2:5][NH:6]1.[CH3:12][CH2:13][OH:14].[Cl:7][CH2:8][CH:9]1[CH2:10][O:11]1>>[CH2:1]1[CH2:2][O:3][CH2:4][CH2:5][N:6]1[CH2:10][CH:9]([CH2:8][Cl:7])[OH:11]. Reactants: BrBr (bromine), BrBr (bromine), CO (methanol), C(Cl)(Cl)Cl (chloroform), CC(=O)C1(CCCCC1)C (1-methylcyclohexyl methyl ketone). The reagents and catalysts are BrBr (bromine). Run in O (water). Reaction conditions: time 10 minute. Product: CC1(CCCCC1)C(=O)CBr (bromomethyl 1-methylcyclohexyl ketone). RXN SMILES: [Br:1]Br.C(Cl)(Cl)Cl.[CH3:7][C:8]([C:10]1([CH3:16])[CH2:15][CH2:14][CH2:13][CH2:12][CH2:11]1)=[O:9].CO>BrBr.O>[CH3:16][C:10]1([C:8]([CH2:7][Br:1])=[O:9])[CH2:15][CH2:14][CH2:13][CH2:12][CH2:11]1. Reported procedure: A solution of 328 g. bromine in 300 ml. chloroform was added gradually to a stirred solution of 300 g. 1-methylcyclohexyl methyl ketone in 100 ml. methanol. After the addition of a few drops of bromine solution at 15°C. the reaction mixture was cooled and maintained between 0°-5°C. The reaction mixture was stirred for 10 minutes, after the addition of bromine had been completed, and then poured on to a mixture of crushed ice and water. The water layer was separated from the organic liquid and ex... The reactants are BrCC1=NC2=CC(=C(C=C2C(=C1C(=O)OCCC)C1=CC(=C(C=C1)OC)OC)OC)OC (propyl 2-bromomethyl-6,7-dimethoxy-4- (3,4-dimethoxyphenyl)quinoline-3-carboxylate), SC=1N(C=CN1)C (2-mercapto-1-methylimidazole), C([O-])([O-])=O.[K+].[K+] (potassium carbonate), CN(C=O)C (N,N-dimethylformamide). Solvent: O (water). Run at time 3 hour. The product is COC=1C=C2C(=C(C(=NC2=CC1OC)CSC=1N(C=CN1)C)C(=O)OCCC)C1=CC(=C(C=C1)OC)OC (propyl 6,7-dimethoxy-4-(3,4-dimethoxyphenyl)-2- [(1-methylimidazol-2-yl)thiomethyl]quinoline-3-carboxylate). The yield is 50.3%. RXN SMILES: Br[CH2:2][C:3]1[C:12]([C:13]([O:15][CH2:16][CH2:17][CH3:18])=[O:14])=[C:11]([C:19]2[CH:24]=[CH:23][C:22]([O:25][CH3:26])=[C:21]([O:27][CH3:28])[CH:20]=2)[C:10]2[C:5](=[CH:6][C:7]([O:31][CH3:32])=[C:8]([O:29][CH3:30])[CH:9]=2)[N:4]=1.[SH:33][C:34]1[N:35]([CH3:39])[CH:36]=[CH:37][N:38]=1.C(=O)([O-])[O-].[K+].[K+].CN(C)C=O>O>[CH3:30][O:29][C:8]1[CH:9]=[C:10]2[C:5](=[CH:6][C:7]=1[O:31][CH3:32])[N:4]=[C:3]([CH2:2][S:33][C:34]1[N:35]([CH3:39])[CH:36]=[CH:37][N:38]=1)[C:12]([C:13]([O:15][CH2:16][CH2:17][CH3:18])=[O:14])=[C:11]2[C:19]1[CH:24]=[CH:23][C:22]([O:25][CH3:26])=[C:21]([O:27][CH3:28])[CH:20]=1 |f:2.3.4|. Reported procedure: A mixture of propyl 2-bromomethyl-6,7-dimethoxy-4- (3,4-dimethoxyphenyl)quinoline-3-carboxylate (3.3 g), 2-mercapto-1-methylimidazole (821 mg), potassium carbonate (1.08 g) and N,N-dimethylformamide (60 ml) was stirred at room temperature for 3 hours. The reaction mixture was poured into water and extracted with ethyl acetate. The ethyl acetate layer was washed with water and dried (MgSO4), and the solvent was distilled off under reduced pressure. The residue was subjected to column chromatograp... Starting materials: CN1C2CNC(CC1CC2)=O (9-methyl-3,9-diazabicyclo[4.2.1]nonan-4-one), O (water), [H-].[H-].[H-].[H-].[Li+].[Al+3] (LiAlH4), O (water). Run in ClCCl (dichloromethane), C1CCOC1 (THF), C1CCOC1 (THF), C1CCOC1 (THF). Run at temperature 0 celsius. The product is CN1C2CNCCC1CC2 (9-methyl-3,9-diazabicyclo[4.2.1]nonane). Yield: 69.0%. As a reaction SMILES: [H-].[H-].[H-].[H-].[Li+].[Al+3].[CH3:7][N:8]1[CH:14]2[CH2:15][CH2:16][CH:9]1[CH2:10][NH:11][C:12](=O)[CH2:13]2.O>C1COCC1.ClCCl>[CH3:7][N:8]1[CH:14]2[CH2:15][CH2:16][CH:9]1[CH2:10][NH:11][CH2:12][CH2:13]2 |f:0.1.2.3.4.5|. Procedure: To a suspension of LiAlH4 (0.61 g) in anhydrous THF (30 ml), cooled at 0° C., and kept under an argon inert atmosphere, a solution in THF of 9-methyl-3,9-diazabicyclo[4.2.1]nonan-4-one obtained in example 1 is dropwise added (1.00: of compound in 10 ml of THF). The obtained mixture is heated at reflux for 48 hours and then cooled at 0° C. Then water (3 ml) is slowly added to the mixture. After water addition, the mixture is kept under stirring for 1:0 minutes. A precipitate is formed, that at th...